Dataset: the Open Reaction Database (ORD), a public repository of structured organic reaction records. Task: describe an organic reaction: reactants, conditions, products, and yield Starting materials: CC(CC(=O)C1=CC=C(C2=CC=CC=C12)F)C (3-methyl-1-(4′-fluoronaphth-1-yl)butan-1-one), [Br-].[Br-].[Br-].C1(=CC=CC=C1)[N+](C)(C)C.C1(=CC=CC=C1)[N+](C)(C)C.C1(=CC=CC=C1)[N+](C)(C)C (phenyltrimethylammonium tribromide). Solvent: O1CCCC1 (tetrahydrofuran). Run at time 8 hour. The product is BrC(C(=O)C1=CC=C(C2=CC=CC=C12)F)C(C)C (2-bromo-1-(4′-fluoronaphth-1-yl)-3-methylbutan-1-one). Reaction SMILES: [CH3:1][CH:2]([CH3:17])[CH2:3][C:4]([C:6]1[C:15]2[C:10](=[CH:11][CH:12]=[CH:13][CH:14]=2)[C:9]([F:16])=[CH:8][CH:7]=1)=[O:5].[Br-:18].[Br-].[Br-].C1([N+](C)(C)C)C=CC=CC=1.C1([N+](C)(C)C)C=CC=CC=1.C1([N+](C)(C)C)C=CC=CC=1>O1CCCC1>[Br:18][CH:3]([CH:2]([CH3:17])[CH3:1])[C:4]([C:6]1[C:15]2[C:10](=[CH:11][CH:12]=[CH:13][CH:14]=2)[C:9]([F:16])=[CH:8][CH:7]=1)=[O:5] |f:1.2.3.4.5.6|. Procedure: To a solution of 3-methyl-1-(4′-fluoronaphth-1-yl)butan-1-one (7 g) in anhydrous tetrahydrofuran (80 ml) was added phenyltrimethylammonium tribromide (11.5 g). The resulting mixture was stirred overnight at ambient temperature then partitioned between petroleum ether and water. The organic layer was separated, washed with water, brine, dried with sodium sulphate, filtered and evaporated in vacuo to yield crude 2-bromo-1-(4′-fluoronaphth-1-yl)-3-methylbutan-1-one. Sodium acetate (2.75 g) and anhy... The reactants are ClC1=CC(=C(C#N)C=C1)F (4-Chloro-2-fluorobenzonitrile), C(C)OC=1C=C(C=O)C=CC1O (3-ethoxy-4-hydroxybenzaldehyde), C([O-])([O-])=O.[Cs+].[Cs+] (cesium carbonate), O (water). Solvent: CN(C)C=O (DMF). Yields the product ClC1=CC(=C(C#N)C=C1)OC1=C(C=C(C=C1)C=O)OCC (4-chloro-2-(2-ethoxy-4-formylphenoxy)benzonitrile). Yield: 85.4%. RXN SMILES: [Cl:1][C:2]1[CH:9]=[CH:8][C:5]([C:6]#[N:7])=[C:4](F)[CH:3]=1.[CH2:11]([O:13][C:14]1[CH:15]=[C:16]([CH:19]=[CH:20][C:21]=1[OH:22])[CH:17]=[O:18])[CH3:12].C(=O)([O-])[O-].[Cs+].[Cs+].O>CN(C=O)C>[Cl:1][C:2]1[CH:9]=[CH:8][C:5]([C:6]#[N:7])=[C:4]([O:22][C:21]2[CH:20]=[CH:19][C:16]([CH:17]=[O:18])=[CH:15][C:14]=2[O:13][CH2:11][CH3:12])[CH:3]=1 |f:2.3.4|. Procedure details: 4-Chloro-2-fluorobenzonitrile (0.40 g, 2.6 mmol), 3-ethoxy-4-hydroxybenzaldehyde (0.43 g, 2.6 mmol) and cesium carbonate (0.84 g, 2.6 mmol) were heated with stirring in dry DMF (4 mL) at 50° C. for 20 h. The reaction mixture was cooled, poured into water and extracted with ethyl acetate. The ethyl acetate layer was separated, washed with water (1×), 10% sodium carbonate solution (1×), 0.5N sodium hydroxide solution (1×), water (1×), brine (1×), and dried over MgSO4. After filtration, the solvent...